Task: describe an organic reaction: reactants, conditions, products, and yield. Dataset: the Open Reaction Database (ORD), a public repository of structured organic reaction records Reactants: Cl.Cl.NC1=CC(=C(C(=O)NCC2CCNCC2)C=C1Cl)OC (4-Amino-5-chloro-2-methoxy-N-(piperidin-4-ylmethyl)benzamide dihydrochloride), C([O-])([O-])=O.[K+].[K+] (potassium carbonate), BrCCCCCC(=O)C1=CC=CC=C1 (6-bromo-1-phenyl-1-hexanone). The product is NC1=CC(=C(C(=O)NCC2CCN(CC2)CCCCCC(C2=CC=CC=C2)=O)C=C1Cl)OC (4-amino-5-chloro-2-methoxy-N-((1-(6-oxo-6-phenylhexyl)piperidin-4-yl)methyl)benzamide). The yield is 22.0%. As a reaction SMILES: Cl.Cl.[NH2:3][C:4]1[C:19]([Cl:20])=[CH:18][C:7]([C:8]([NH:10][CH2:11][CH:12]2[CH2:17][CH2:16][NH:15][CH2:14][CH2:13]2)=[O:9])=[C:6]([O:21][CH3:22])[CH:5]=1.C(=O)([O-])[O-].[K+].[K+].Br[CH2:30][CH2:31][CH2:32][CH2:33][CH2:34][C:35]([C:37]1[CH:42]=[CH:41][CH:40]=[CH:39][CH:38]=1)=[O:36]>>[NH2:3][C:4]1[C:19]([Cl:20])=[CH:18][C:7]([C:8]([NH:10][CH2:11][CH:12]2[CH2:13][CH2:14][N:15]([CH2:30][CH2:31][CH2:32][CH2:33][CH2:34][C:35](=[O:36])[C:37]3[CH:42]=[CH:41][CH:40]=[CH:39][CH:38]=3)[CH2:16][CH2:17]2)=[O:9])=[C:6]([O:21][CH3:22])[CH:5]=1 |f:0.1.2,3.4.5|. Procedure: 4-Amino-5-chloro-2-methoxy-N-(piperidin-4-ylmethyl)benzamide dihydrochloride (2.0 g) as starting compound, potassium carbonate (1.9 g) and 6-bromo-1-phenyl-1-hexanone (1.7 g) were reacted and treated in the same manner as in Example 172 to give 0.56 g of 4-amino-5-chloro-2-methoxy-N-((1-(6-oxo-6-phenylhexyl)piperidin-4-yl)methyl)benzamide. Reactants: Cc1cc(Oc2ccc(F)cc2F)c(Br)cc1[N+](=O)[O-], C1CCOC1, CO, [Cl-], [NH4+], [Zn]. Yields the product Cc1cc(Oc2ccc(F)cc2F)c(Br)cc1N. RXN SMILES: [Br:1][c:2]1[c:3]([O:12][c:13]2[c:14]([F:20])[cH:15][c:16]([F:19])[cH:17][cH:18]2)[cH:4][c:5]([CH3:11])[c:6]([N+:8]([O-:9])=[O:10])[cH:7]1.[CH2:23]1[O:24][CH2:25][CH2:26][CH2:27]1.[CH3:28][OH:29].[Cl-:21].[NH4+:22].[Zn:30]>>[Br:1][c:2]1[c:3]([O:12][c:13]2[c:14]([F:20])[cH:15][c:16]([F:19])[cH:17][cH:18]2)[cH:4][c:5]([CH3:11])[c:6]([NH2:8])[cH:7]1.